Dataset: the Open Reaction Database (ORD), a public repository of structured organic reaction records. Task: describe an organic reaction: reactants, conditions, products, and yield Starting materials: C(=O)C1=CC=C(C=C1)C=1N=C(SC1C1=CC=C(C=C1)S(=O)(=O)C)NC(C)=O (N-{4-(4-formylphenyl)-5-[4-(methylsulfonyl)phenyl]-1,3-thiazol-2-yl}acetamide), C(Cl)(Cl)Cl (chloroform), C(=O)(OCC)C=P(C1=CC=CC=C1)(C1=CC=CC=C1)C1=CC=CC=C1 ((carbethoxymethylene)triphenylphosphorane). Reaction conditions: time 1 hour. Product: C(C)(=O)NC=1SC(=C(N1)C1=CC=C(C=C1)/C=C/C(=O)OCC)C1=CC=C(C=C1)S(=O)(=O)C (ethyl (2E)-3-(4-{2-(acetylamino)-5-[4-(methylsulfonyl)phenyl]-1,3-thiazol-4-yl}phenyl)acrylate). As a reaction SMILES: C([C:3]1[CH:8]=[CH:7][C:6]([C:9]2[N:10]=[C:11]([NH:24][C:25](=[O:27])[CH3:26])[S:12][C:13]=2[C:14]2[CH:19]=[CH:18][C:17]([S:20]([CH3:23])(=[O:22])=[O:21])=[CH:16][CH:15]=2)=[CH:5][CH:4]=1)=O.[C:28]([CH:33]=P(C1C=CC=CC=1)(C1C=CC=CC=1)C1C=CC=CC=1)([O:30][CH2:31][CH3:32])=[O:29].[CH:53](Cl)(Cl)Cl>>[C:25]([NH:24][C:11]1[S:12][C:13]([C:14]2[CH:15]=[CH:16][C:17]([S:20]([CH3:23])(=[O:21])=[O:22])=[CH:18][CH:19]=2)=[C:9]([C:6]2[CH:5]=[CH:4][C:3](/[CH:53]=[CH:33]/[C:28]([O:30][CH2:31][CH3:32])=[O:29])=[CH:8][CH:7]=2)[N:10]=1)(=[O:27])[CH3:26]. Procedure: To a suspension of N-{4-(4-formylphenyl)-5-[4-(methylsulfonyl)phenyl]-1,3-thiazol-2-yl}acetamide (360 mg) in chloroform (7 ml) was added (carbethoxymethylene)triphenylphosphorane (626 mg) at 20° C., and the mixture was stirred for 1 h. The reaction mixture was evaporated. The residue was purified by column chromatography over silica gel (150 ml) with hexane/ethyl acetate (1:1–1:2) as an eluent to give ethyl (2E)-3-(4-{2-(acetylamino)-5-[4-(methylsulfonyl)phenyl]-1,3-thiazol-4-yl}phenyl)acrylate ... Reactants: CC(=O)[O-], CCO, Cl, NO, [Na+], O, O=Cc1ccc(-c2ccccc2)cc1O. The product is ON=Cc1ccc(-c2ccccc2)cc1O. RXN SMILES: [CH3:20][C:21](=[O:22])[O-:23].[CH3:25][CH2:26][OH:27].[ClH:16].[NH2:17][OH:18].[Na+:19].[OH2:24].[OH:1][c:2]1[c:3]([CH:4]=[O:5])[cH:6][cH:7][c:8](-[c:10]2[cH:11][cH:12][cH:13][cH:14][cH:15]2)[cH:9]1>>[OH:1][c:2]1[c:3]([CH:4]=[N:17][OH:18])[cH:6][cH:7][c:8](-[c:10]2[cH:11][cH:12][cH:13][cH:14][cH:15]2)[cH:9]1. Reactants: FC1=CC=C(C=C1)C(C(CC(C(C)C)=O)C1=CC=CC=C1)=O (1-(4-fluorophenyl)-5-methyl-2-phenyl-1,4-hexanedione), NCC[C@@H]1C[C@@H](OP(O1)Cl)CC(=O)OC(C)(C)C (t-butyl 2-((4R,6R)-6-(2-aminoethyl)-2-chloro-1,3-dioxaphosphorinan-4-yl)acetate). Product: FC1=CC=C(C=C1)C=1N(C(=CC1C1=CC=CC=C1)C(C)C)CC[C@@H]1C[C@@H](OP(O1)Cl)CC(=O)OC(C)(C)C (t-butyl 2-((4R,6R)-6-(2-(2-(4-fluorophenyl)-5-isopropyl-3-phenyl-1H-pyrrol-1-yl)ethyl)-2-(chloro)-1,3-dioxaphosphorinan-4-yl)acetate). As a reaction SMILES: [F:1][C:2]1[CH:7]=[CH:6][C:5]([C:8](=O)[CH:9]([C:16]2[CH:21]=[CH:20][CH:19]=[CH:18][CH:17]=2)[CH2:10][C:11](=O)[CH:12]([CH3:14])[CH3:13])=[CH:4][CH:3]=1.[NH2:23][CH2:24][CH2:25][C@H:26]1[O:31][P:30]([Cl:32])[O:29][C@@H:28]([CH2:33][C:34]([O:36][C:37]([CH3:40])([CH3:39])[CH3:38])=[O:35])[CH2:27]1>>[F:1][C:2]1[CH:7]=[CH:6][C:5]([C:8]2[N:23]([CH2:24][CH2:25][C@H:26]3[O:31][P:30]([Cl:32])[O:29][C@@H:28]([CH2:33][C:34]([O:36][C:37]([CH3:40])([CH3:39])[CH3:38])=[O:35])[CH2:27]3)[C:11]([CH:12]([CH3:14])[CH3:13])=[CH:10][C:9]=2[C:16]2[CH:21]=[CH:20][CH:19]=[CH:18][CH:17]=2)=[CH:4][CH:3]=1. Procedure details: According to the same method as in Example 4-1, the title compound was synthesized using 1-(4-fluorophenyl)-5-methyl-2-phenyl-1,4-hexanedione and t-butyl 2-((4R,6R)-6-(2-aminoethyl)-2-chloro-1,3-dioxaphosphorinan-4-yl)acetate. Conditions: time 15 minute. Run in CO (MeOH). Procedure: To a solution of 126 (400 mg, 1.31 mmol) in MeOH (1 mL) cooled to 0° C. was added slowly NaBH4 (49.4 mg, 1.31 mmol) and the reaction was stirred at RT for 15 min. The reaction was quenched with water and the mixture was extracted with DCM. The organic layer was dried, filtered and concentrated to afford 400 mg (99%) of tert-butyl 5-hydroxy-2-(isopropylamino)-5,6-dihydropyrido[3,4-d]pyrimidine-7(8H)-carboxylate (128) which was used with out additional purification. Reactants: C(C)(C)NC=1N=CC2=C(N1)CN(CC2=O)C(=O)OC(C)(C)C (tert-butyl 2-(isopropylamino)-5-oxo-5,6-dihydropyrido[3,4-d]pyrimidine-7(8H)-carboxylate), [BH4-].[Na+] (NaBH4). Isolated yield 99.0%. The product is OC1CN(CC=2N=C(N=CC21)NC(C)C)C(=O)OC(C)(C)C (tert-butyl 5-hydroxy-2-(isopropylamino)-5,6-dihydropyrido[3,4-d]pyrimidine-7(8H)-carboxylate). As a reaction SMILES: [CH:1]([NH:4][C:5]1[N:6]=[CH:7][C:8]2[C:14](=[O:15])[CH2:13][N:12]([C:16]([O:18][C:19]([CH3:22])([CH3:21])[CH3:20])=[O:17])[CH2:11][C:9]=2[N:10]=1)([CH3:3])[CH3:2].[BH4-].[Na+]>CO>[OH:15][CH:14]1[C:8]2[CH:7]=[N:6][C:5]([NH:4][CH:1]([CH3:3])[CH3:2])=[N:10][C:9]=2[CH2:11][N:12]([C:16]([O:18][C:19]([CH3:21])([CH3:20])[CH3:22])=[O:17])[CH2:13]1 |f:1.2|.